This data is from the Open Reaction Database (ORD), a public repository of structured organic reaction records. The task is: describe an organic reaction: reactants, conditions, products, and yield Reactants: C(#N)C1=CC(=C(C=C1C)NC1CCN(CC1)C(=O)OC(C)(C)C)[N+](=O)[O-] (1,1-dimethylethyl 4-[(4-cyano-5-methyl-2-nitrophenyl)amino]-1-piperidinecarboxylate), O.NN (hydrazine hydrate). Reagents/catalysts: [Ni] (Raney Nickel). Run in C(C)O (ethanol). Reaction conditions: temperature 45 celsius. Product: NC1=C(C=C(C(=C1)C#N)C)NC1CCN(CC1)C(=O)OC(C)(C)C (1,1-Dimethylethyl 4-[(2-amino-4-cyano-5-methylphenyl)amino]-1-piperidinecarboxylate). Isolated yield 85.0%. As a reaction SMILES: [C:1]([C:3]1[C:8]([CH3:9])=[CH:7][C:6]([NH:10][CH:11]2[CH2:16][CH2:15][N:14]([C:17]([O:19][C:20]([CH3:23])([CH3:22])[CH3:21])=[O:18])[CH2:13][CH2:12]2)=[C:5]([N+:24]([O-])=O)[CH:4]=1)#[N:2].O.NN>C(O)C.[Ni]>[NH2:24][C:5]1[CH:4]=[C:3]([C:1]#[N:2])[C:8]([CH3:9])=[CH:7][C:6]=1[NH:10][CH:11]1[CH2:12][CH2:13][N:14]([C:17]([O:19][C:20]([CH3:23])([CH3:22])[CH3:21])=[O:18])[CH2:15][CH2:16]1 |f:1.2|. Procedure: A suspension of 1,1-dimethylethyl 4-[(4-cyano-5-methyl-2-nitrophenyl)amino]-1-piperidinecarboxylate (D91) (3 mmol) in ethanol (30 mL) was treated with Raney Nickel and hydrazine hydrate (30 mmol, 1.5 g, 10 eq) under argon at room temperature. The mixture was then heated at 45° C. for 1 h. The catalyst was then filtered off and washed with ethanol and methanol. The filtrate was concentrated under reduced pressure to give the title compound as a solid (2.55 mmol, 840 mg, 85% yield). M+H 331.3, 275... Starting materials: CC(=O)N1c2ccc(Br)cc2CCC1C(=O)N1CC(N2CCN(C(=O)C(F)(F)F)CC2)C1, CO, [K+], [K+], O=C([O-])[O-]. The product is CC(=O)N1c2ccc(Br)cc2CCC1C(=O)N1CC(N2CCNCC2)C1. As a reaction SMILES: [C:1]([CH3:2])(=[O:3])[N:4]1[CH:5]([C:15](=[O:16])[N:17]2[CH2:18][CH:19]([N:21]3[CH2:22][CH2:23][N:24]([C:27](=[O:28])[C:29]([F:30])([F:31])[F:32])[CH2:25][CH2:26]3)[CH2:20]2)[CH2:6][CH2:7][c:8]2[cH:9][c:10]([Br:14])[cH:11][cH:12][c:13]21.[CH3:39][OH:40].[K+:33].[K+:34].[O-:35][C:36]([O-:37])=[O:38]>>[C:1]([CH3:2])(=[O:3])[N:4]1[CH:5]([C:15](=[O:16])[N:17]2[CH2:18][CH:19]([N:21]3[CH2:22][CH2:23][NH:24][CH2:25][CH2:26]3)[CH2:20]2)[CH2:6][CH2:7][c:8]2[cH:9][c:10]([Br:14])[cH:11][cH:12][c:13]21. Reactants: C[N+](C)(CCCNC=O)CC(=O)Nc1ccc([N+](=O)[O-])cc1, [Cl-], S=[Pt]. Product: C[N+](C)(CCCNC=O)CC(=O)Nc1ccc(N)cc1, [Cl-]. Reaction SMILES: [CH3:2][N+:3]([CH2:4][CH2:5][CH2:6][NH:7][CH:8]=[O:9])([CH2:10][C:11]([NH:12][c:13]1[cH:14][cH:15][c:16]([N+:19]([O-:20])=[O:21])[cH:17][cH:18]1)=[O:22])[CH3:23].[Cl-:1].[Pt:24]=[S:25]>>[CH3:2][N+:3]([CH2:4][CH2:5][CH2:6][NH:7][CH:8]=[O:9])([CH2:10][C:11]([NH:12][c:13]1[cH:14][cH:15][c:16]([NH2:19])[cH:17][cH:18]1)=[O:22])[CH3:23].[Cl-:1].